This data is from the Open Reaction Database (ORD), a public repository of structured organic reaction records. The task is: describe an organic reaction: reactants, conditions, products, and yield Product: C1(=CC(=CC=C1)C(=O)O)C1=CC=CC=C1 (biphenyl-3-carboxylic acid). Reagents/catalysts: CC(=O)[O-].CC(=O)[O-].[Pd+2] (Pd(OAc)2). The reactants are ClC=1C=C(C(=O)O)C=CC1 (3-chlorobenzoic acid), C1(=CC=CC=C1)B(O)O (phenylboronic acid), C1(CCCCC1)P(C1=C(C=CC=C1)C1=C(C(=CC=C1OC)S(=O)(=O)[O-])OC)C1CCCCC1.[Na+] (sodium 2-dicyclohexylphosphino-2′,6′-dimethoxybiphenyl-3′-sulfonate), C(=O)([O-])[O-].[K+].[K+] (K2CO3). Reported procedure: The general procedure described in Example 3 was used with 3-chlorobenzoic acid (157 mg, 1.00 mmol), phenylboronic acid (145 mg, 1.20 mmol), Pd(OAc)2 (4.5 mg, 0.020 mmol, 2 mol %), sodium 2-dicyclohexylphosphino-2′,6′-dimethoxybiphenyl-3′-sulfonate (20.0 mg, 0.040 mmol, 4 mol %), K2CO3 (345 mg, 2.50 mmol), solvent (see FIG. 5) (2.0 mL), 14 h, temperature. The conversion and yield were determined using 1H NMR. RXN SMILES: Cl[C:2]1[CH:3]=[C:4]([CH:8]=[CH:9][CH:10]=1)[C:5]([OH:7])=[O:6].[C:11]1(B(O)O)[CH:16]=[CH:15][CH:14]=[CH:13][CH:12]=1.C1(P(C2CCCCC2)C2C=CC=CC=2C2C(OC)=CC=C(S([O-])(=O)=O)C=2OC)CCCCC1.[Na+].C([O-])([O-])=O.[K+].[K+]>CC([O-])=O.CC([O-])=O.[Pd+2]>[C:2]1([C:11]2[CH:16]=[CH:15][CH:14]=[CH:13][CH:12]=2)[CH:10]=[CH:9][CH:8]=[C:4]([C:5]([OH:7])=[O:6])[CH:3]=1 |f:2.3,4.5.6,7.8.9|. Starting materials: ClC=1C=C(CNC2=NC(=NC(=C2C(=O)OCCOCC2=CC=CC=C2)N2CCC(CC2)O)SC)C=CC1OC (4-(3-chloro-4-methoxybenzylamino)-5-(2-benzyloxyethoxycarbonyl)-6-(4-hydroxypiperidin-1-yl)-2-methylthiopyrimidine), ( 3 ), ClC1=CC(=CC=C1)C(=O)OO (m-chloroperbenzoic acid). Run in C(Cl)Cl (methylene chloride), C(Cl)Cl (methylene chloride), C(O)([O-])=O.[Na+] (sodium hydrogen carbonate). Conditions: time 30 minute. The product is ClC=1C=C(CNC2=NC(=NC(=C2C(=O)OCCOCC2=CC=CC=C2)N2CCC(CC2)O)S(=O)C)C=CC1OC (4-(3-chloro-4-methoxybenzylamino)-5-(2-benzyloxyethoxycarbonyl)-6-(4-hydroxypiperidin-1-yl)-2-methylsulfinylpyrimidine). RXN SMILES: [Cl:1][C:2]1[CH:3]=[C:4]([CH:35]=[CH:36][C:37]=1[O:38][CH3:39])[CH2:5][NH:6][C:7]1[C:12]([C:13]([O:15][CH2:16][CH2:17][O:18][CH2:19][C:20]2[CH:25]=[CH:24][CH:23]=[CH:22][CH:21]=2)=[O:14])=[C:11]([N:26]2[CH2:31][CH2:30][CH:29]([OH:32])[CH2:28][CH2:27]2)[N:10]=[C:9]([S:33][CH3:34])[N:8]=1.ClC1C=CC=C(C(OO)=[O:48])C=1>C(Cl)Cl.C(=O)([O-])O.[Na+]>[Cl:1][C:2]1[CH:3]=[C:4]([CH:35]=[CH:36][C:37]=1[O:38][CH3:39])[CH2:5][NH:6][C:7]1[C:12]([C:13]([O:15][CH2:16][CH2:17][O:18][CH2:19][C:20]2[CH:25]=[CH:24][CH:23]=[CH:22][CH:21]=2)=[O:14])=[C:11]([N:26]2[CH2:31][CH2:30][CH:29]([OH:32])[CH2:28][CH2:27]2)[N:10]=[C:9]([S:33]([CH3:34])=[O:48])[N:8]=1 |f:3.4|. Procedure details: To a solution of 4-(3-chloro-4-methoxybenzylamino)-5-(2-benzyloxyethoxycarbonyl)-6-(4-hydroxypiperidin-1-yl)-2-methylthiopyrimidine (prepared in the above (3)) 100 mg in methylene chloride 3 ml is added at room temperature a solution of m-chloroperbenzoic acid 79 mg in methylene chloride 2 ml, and the mixture is stirred for 30 minutes. The reaction mixture is diluted with an aqueous sodium hydrogen carbonate solution and extracted with ethyl acetate. The organic layer is washed, dried and concen... The reactants are ClC1=C(C(=O)OC)C=CC(=C1C=NO)S(=O)(=O)C (methyl 2-chloro-3-hydroxyiminomethyl-4-methylsulfonylbenzoate), ClCCl (dichloromethane), Cl[O-].[Na+] (sodium hypochlorite), C(C)(=O)[O-].[Na+] (sodium acetate). Run in C=CC (Propene), C=CC (Propene), C=CC (propene), C=CC (propene). Conditions: time 12 hour. Product: ClC1=C(C(=O)OC)C=CC(=C1C1=NOC(C1)C)S(=O)(=O)C (Methyl 2-chloro-3-(5-methyl-4,5-dihydroisoxazol-3-yl)-4-methylsulfonylbenzoate). As a reaction SMILES: [Cl:1][C:2]1[C:11]([CH:12]=[N:13][OH:14])=[C:10]([S:15]([CH3:18])(=[O:17])=[O:16])[CH:9]=[CH:8][C:3]=1[C:4]([O:6][CH3:7])=[O:5].Cl[CH2:20]Cl.[C:22]([O-])(=O)[CH3:23].[Na+].Cl[O-].[Na+]>C=CC>[Cl:1][C:2]1[C:11]([C:12]2[CH2:20][CH:22]([CH3:23])[O:14][N:13]=2)=[C:10]([S:15]([CH3:18])(=[O:17])=[O:16])[CH:9]=[CH:8][C:3]=1[C:4]([O:6][CH3:7])=[O:5] |f:2.3,4.5|. Reported procedure: Propene was passed for 30 minutes at room temperature into a solution of 15.0 g (52 mmol) of methyl 2-chloro-3-hydroxyiminomethyl-4-methylsulfonylbenzoate and 200 ml of dichloromethane. After 1.6 g of sodium acetate had been added, 42.8 ml of sodium hypochlorite solution were added dropwise at room temperature while simultaneously passing in propene. Propene was subsequently passed in for a further 15 minutes at room temperature. After the mixture had been refluxed for 3 hours, it was stirred fo... Product: NC1=NC=C(C=N1)C1=C(C=C(C=C1)C=1C(=CC=CC1)S(=O)(=O)N([C@@H]1CNCCC1)C)F (4′-(2-Aminopyrimidin-5-yl)-3′-fluoro-N-methyl-N-[(3S)-piperidin-3-yl]biphenyl-2-sulfonamide). RXN SMILES: [F:1][C:2]1[CH:7]=[C:6](B2OC(C)(C)C(C)(C)O2)[CH:5]=[CH:4][C:3]=1[C:17]1[CH:18]=[N:19][C:20]([NH2:23])=[N:21][CH:22]=1.Br[C:25]1[CH:30]=[CH:29][CH:28]=[CH:27][C:26]=1[S:31]([N:34]([C@H:36]1[CH2:41][CH2:40][CH2:39][N:38](C(OC(C)(C)C)=O)[CH2:37]1)[CH3:35])(=[O:33])=[O:32]>>[NH2:23][C:20]1[N:21]=[CH:22][C:17]([C:3]2[CH:4]=[CH:5][C:6]([C:25]3[C:26]([S:31]([N:34]([CH3:35])[C@H:36]4[CH2:41][CH2:40][CH2:39][NH:38][CH2:37]4)(=[O:33])=[O:32])=[CH:27][CH:28]=[CH:29][CH:30]=3)=[CH:7][C:2]=2[F:1])=[CH:18][N:19]=1. Procedure: The title compound was prepared using methods analogous to those described in Example 376 using 5-(2-fluoro-4-(4,4,5,5-tetramethyl-1,3,2-dioxaborolan-2-yl)phenyl)pyrimidin-2-amine and (S)-tert-butyl 3-(2-bromo-N-methylphenylsulfonamido)-piperidine-1-carboxylate yielding 41 mg (48%) of the title compound after HPLC purification. MS (ESI): mass calcd. for C27H32FN5O4S, 541.21; m/z found, 542.1 [M+H]+. The reactants are FC1=C(C=CC(=C1)B1OC(C(O1)(C)C)(C)C)C=1C=NC(=NC1)N (5-(2-fluoro-4-(4,4,5,5-tetramethyl-1,3,2-dioxaborolan-2-yl)phenyl)pyrimidin-2-amine), BrC1=C(C=CC=C1)S(=O)(=O)N(C)[C@@H]1CN(CCC1)C(=O)OC(C)(C)C ((S)-tert-butyl 3-(2-bromo-N-methylphenylsulfonamido)-piperidine-1-carboxylate). Starting materials: O=C(O)c1cc2ccccc2o1, COc1ccc(N)cn1. Reagents/catalysts: C1CCN(C1)[P+](N2CCCC2)(N3CCCC3)ON4C5=C(C=CC(=C5)Cl)N=N4.F[P-](F)(F)(F)(F)F (PyClocK), CCN(C(C)C)C(C)C (DIPEA). Solvent: CN(C)C=O (DMF), CN(C)C=O (DMF), CN(C)C=O (DMF), CN(C)C=O (DMF), CN(C)C=O (DMF), CN(C)C=O (DMF). Conditions: temperature 25 celsius, time 2 hour. The product is COc1ccc(NC(=O)c2cc3ccccc3o2)cn1. Isolated yield 41.1%. As a reaction SMILES: COc1ccc(N)cn1.O=C(O)c1cc2ccccc2o1.C1CCN(C1)[P+](N2CCCC2)(N3CCCC3)ON4C5=C(C=CC(=C5)Cl)N=N4.F[P-](F)(F)(F)(F)F.CCN(C(C)C)C(C)C.CN(C)C=O>>COc1ccc(NC(=O)c2cc3ccccc3o2)cn1.